From a dataset of the Open Reaction Database (ORD), a public repository of structured organic reaction records. describe an organic reaction: reactants, conditions, products, and yield Reactants: C(CC)N1C(C(C2=CC=CC=C12)=O)=O (1-propylindoline-2,3-dione), ClC=1C=C2C(C(NC2=C(C1)Cl)=O)=O (5,7-dichloroisatin), BrCCC (1-bromopropane). Yields the product ClC=1C=C2C(C(N(C2=C(C1)Cl)CCC)=O)=O (5,7-dichloro-1-propylindoline-2,3-dione). RXN SMILES: [CH2:1](N1C2C(=CC=CC=2)C(=O)C1=O)[CH2:2][CH3:3].[Cl:15][C:16]1[CH:17]=[C:18]2[C:22](=[C:23]([Cl:25])[CH:24]=1)[NH:21][C:20](=[O:26])[C:19]2=[O:27].BrCCC>>[Cl:15][C:16]1[CH:17]=[C:18]2[C:22](=[C:23]([Cl:25])[CH:24]=1)[N:21]([CH2:1][CH2:2][CH3:3])[C:20](=[O:26])[C:19]2=[O:27]. Procedure: Was made in an analogous fashion to 1-propylindoline-2,3-dione using 5,7-dichloroisatin (purchased from Fisher Scientific) and 1-bromopropane (purchased from Fisher Scientific). 1H NMR δ 7.53 (d, 1H), 7.51 (d, 1H), 4.05 (t, 2H), 1.78 (m, 2H), 0.99 (t, 3H). Reactants: NC=1C=CC2=C(C(=NCC(N2C)=O)C2=C(C=CC=C2)F)C1Cl (7-amino-6-chloro-5-(o-fluorophenyl)-1,3-dihydro-1-methyl-2H-1,4-benzodiazepin-2-one), C(C)N=C=O (ethylisocyanate), methanol ice water. Product: ClC1=C(C=CC2=C1C(=NCC(N2C)=O)C2=C(C=CC=C2)F)NC(=O)NCC (1-[6-chloro-5-(o-fluorophenyl)-2,3-dihydro-1-methyl-2-oxo-1H-1,4-benzodiazepin-7-yl]-3-ethylurea). Reaction SMILES: [NH2:1][C:2]1[CH:3]=[CH:4][C:5]2[N:11]([CH3:12])[C:10](=[O:13])[CH2:9][N:8]=[C:7]([C:14]3[CH:19]=[CH:18][CH:17]=[CH:16][C:15]=3[F:20])[C:6]=2[C:21]=1[Cl:22].[CH2:23]([N:25]=[C:26]=[O:27])[CH3:24]>>[Cl:22][C:21]1[C:6]2[C:7]([C:14]3[CH:19]=[CH:18][CH:17]=[CH:16][C:15]=3[F:20])=[N:8][CH2:9][C:10](=[O:13])[N:11]([CH3:12])[C:5]=2[CH:4]=[CH:3][C:2]=1[NH:1][C:26]([NH:25][CH2:23][CH3:24])=[O:27]. Procedure: 5 g (0.016 M) of 7-amino-6-chloro-5-(o-fluorophenyl)-1,3-dihydro-1-methyl-2H-1,4-benzodiazepin-2-one are heated at reflux with 15 ml of ethylisocyanate under nitrogen for 7 hours. The mixture is poured on to methanol/ice-water and extracted with methylene chloride. The organic phase is separated, dried with sodium sulphate, filtered and concentrated. The residue is purified on a 300 g silica gel column using ethyl acetate as the eluting agent and crystallised from ethyl acetate/ether. There is o... Reactants: C(C)[SiH](CC)CC (triethylsilane), ClC1=CC=C(C=C1)/C=C/CN1CC\C(\CCC1)=C/OC ([(E)-3-(4-Chloro-phenyl)-allyl]-4-[1-methoxy-meth-(Z)-ylidene]-perhydro-azepine), Cl.ClC1=CC=C(C=C1)NN (4-chlorophenylhydrazine hydrochloride), FC(C(=O)O)(F)F (trifluoroacetic acid), [OH-].[NH4+] (ammonium hydroxide). Solvent: ClCCl (dichloromethane), C(Cl)(Cl)Cl (chloroform). The product is ClC1CC2(CN(CCC2)C\C=C\C2=CC=C(C=C2)Cl)CNCC1 (5-chloro-1′-[trans-3-(4-chlorophenyl)allyl]spiro[perhydro-azepine-3,3′-piperidine]). Reaction SMILES: [Cl:1][C:2]1[CH:7]=[CH:6][C:5](/[CH:8]=[CH:9]/[CH2:10][N:11]2[CH2:17][CH2:16][CH2:15]/[C:14](=[CH:18]/OC)/[CH2:13][CH2:12]2)=[CH:4][CH:3]=1.[ClH:21].ClC1C=C[C:26]([NH:29]N)=CC=1.F[C:32](F)(F)[C:33](O)=O.C([SiH](CC)CC)C.[OH-].[NH4+]>C(Cl)(Cl)Cl.ClCCl>[Cl:21][CH:33]1[CH2:32][CH2:26][NH:29][CH2:13][C:14]2([CH2:15][CH2:16][CH2:17][N:11]([CH2:10]/[CH:9]=[CH:8]/[C:5]3[CH:4]=[CH:3][C:2]([Cl:1])=[CH:7][CH:6]=3)[CH2:12]2)[CH2:18]1 |f:1.2,5.6|. Procedure: A mixture of -[(E)-3-(4-Chloro-phenyl)-allyl]-4-[1-methoxy-meth-(Z)-ylidene]-perhydro-azepine (0.6 g) and 4-chlorophenylhydrazine hydrochloride (0.41 g) in chloroform (20 ml) was treated with trifluoroacetic acid (2.1 ml) and heated at reflux under argon for 18 hours. The reaction mixture was cooled to room temperature, triethylsilane (3.1 ml) was added and the solution refluxed for 2 hours. The reaction mixture was cooled to room temperature, diluted with dichloromethane, neutralised with 30% a... The reactants are CCCCCCC(=O)C=Cc1cccc(O)c1, CS(C)=O, C[S+](C)(C)=O, [I-], [Na+], [OH-]. Product: CCCCCCC(=O)C1CC1c1cccc(O)c1. Reaction SMILES: [CH2:9]([CH2:10][CH2:11][CH2:12][CH2:13][CH3:14])[C:15]([CH:16]=[CH:17][c:18]1[cH:19][c:20]([OH:24])[cH:21][cH:22][cH:23]1)=[O:25].[CH3:26][S:27]([CH3:28])=[O:29].[CH3:4][S+:5]([CH3:6])([CH3:7])=[O:8].[I-:3].[Na+:2].[OH-:1]>>[CH2:4]1[CH:16]([C:15]([CH2:9][CH2:10][CH2:11][CH2:12][CH2:13][CH3:14])=[O:25])[CH:17]1[c:18]1[cH:19][c:20]([OH:24])[cH:21][cH:22][cH:23]1. Reactants: CC(=O)Nc1ccc(N2CCNC2=O)cc1, [Na+], [OH-], O. The product is Nc1ccc(N2CCNC2=O)cc1. RXN SMILES: [C:1](=[O:2])([CH3:3])[NH:4][c:5]1[cH:6][cH:7][c:8]([N:11]2[C:12](=[O:16])[NH:13][CH2:14][CH2:15]2)[cH:9][cH:10]1.[Na+:18].[OH-:17].[OH2:19]>>[NH2:4][c:5]1[cH:6][cH:7][c:8]([N:11]2[C:12](=[O:16])[NH:13][CH2:14][CH2:15]2)[cH:9][cH:10]1. Starting materials: C1(O)=CC(O)=CC=C1 (resorcinol), C=O (formaldehyde), [OH-].[Na+] (sodium hydroxide). Run in O (water). The product is C1(O)=C(C(O)=CC=C1)C=O (resorcinol-formaldehyde). As a reaction SMILES: [C:1]1([CH:8]=[CH:7][CH:6]=[C:4]([OH:5])[CH:3]=1)[OH:2].[CH2:9]=[O:10].[OH-].[Na+]>O>[C:1]1([CH:8]=[CH:7][CH:6]=[C:4]([OH:5])[C:3]=1[CH:9]=[O:10])[OH:2] |f:2.3|. Reported procedure: The RFL solution is produced by mixing together at room temperature the resorcinol, formaldehyde solution, sodium hydroxide and water to produce the resorcinol-formaldehyde component, separately mixing the Gen-Tac latex and the Pliolite Latex No. 2108, also at room temperature, to produce a latex mix and mixing the two pre-mixes together at room temperature. After mixing is completed the RFL product is aged 24 hours before use and is normally then employed to pre-coat the polyester web within a ...